Task: describe an organic reaction: reactants, conditions, products, and yield. Dataset: the Open Reaction Database (ORD), a public repository of structured organic reaction records The reactants are N#CCC(=O)O, CC(=O)[O-], [NH4+], Cc1ccccc1C, c1ccncc1, O=Cc1cccc(-c2ccsc2)c1. Product: N#CC=Cc1cccc(-c2ccsc2)c1. RXN SMILES: [C:14](#[N:15])[CH2:16][C:17]([OH:18])=[O:19].[CH3:21][C:22](=[O:23])[O-:24].[NH4+:20].[c:31]1([CH3:32])[c:33]([CH3:34])[cH:35][cH:36][cH:37][cH:38]1.[cH:25]1[cH:26][cH:27][n:28][cH:29][cH:30]1.[s:1]1[cH:2][c:3](-[c:6]2[cH:7][c:8]([CH:9]=[O:10])[cH:11][cH:12][cH:13]2)[cH:4][cH:5]1>>[s:1]1[cH:2][c:3](-[c:6]2[cH:7][c:8]([CH:9]=[CH:16][C:14]#[N:15])[cH:11][cH:12][cH:13]2)[cH:4][cH:5]1.